This data is from the Open Reaction Database (ORD), a public repository of structured organic reaction records. The task is: describe an organic reaction: reactants, conditions, products, and yield Starting materials: C(C)(C)(C)OC(=O)N1CCC(CC1)NC1=C(C(=CC=C1)OC)OC (1-(tert-Butoxycarbonyl)-4-[(2,3-dimethoxyphenyl)amino]piperidine), ClCC1=CC(=NC=C1)C1=CC(=C(C(=C1)OC)OC)OC (4-chloromethyl-2-(3,4,5-trimethoxyphenyl)pyridine). The product is C(C)(C)(C)OC(=O)N1CCC(CC1)N(CC1=CC(=NC=C1)C1=CC(=C(C(=C1)OC)OC)OC)C1=C(C(=CC=C1)OC)OC (1-(tert-butoxycarbonyl)-4-[N-(2,3-dimethoxyphenyl)-N-[[2-(3,4,5-trimethoxyphenyl)pyridin-4-yl]methyl]amino]piperidine). Reaction SMILES: [C:1]([O:5][C:6]([N:8]1[CH2:13][CH2:12][CH:11]([NH:14][C:15]2[CH:20]=[CH:19][CH:18]=[C:17]([O:21][CH3:22])[C:16]=2[O:23][CH3:24])[CH2:10][CH2:9]1)=[O:7])([CH3:4])([CH3:3])[CH3:2].Cl[CH2:26][C:27]1[CH:32]=[CH:31][N:30]=[C:29]([C:33]2[CH:38]=[C:37]([O:39][CH3:40])[C:36]([O:41][CH3:42])=[C:35]([O:43][CH3:44])[CH:34]=2)[CH:28]=1>>[C:1]([O:5][C:6]([N:8]1[CH2:13][CH2:12][CH:11]([N:14]([C:15]2[CH:20]=[CH:19][CH:18]=[C:17]([O:21][CH3:22])[C:16]=2[O:23][CH3:24])[CH2:26][C:27]2[CH:32]=[CH:31][N:30]=[C:29]([C:33]3[CH:38]=[C:37]([O:39][CH3:40])[C:36]([O:41][CH3:42])=[C:35]([O:43][CH3:44])[CH:34]=3)[CH:28]=2)[CH2:10][CH2:9]1)=[O:7])([CH3:4])([CH3:3])[CH3:2]. Procedure: 1-(tert-Butoxycarbonyl)-4-[(2,3-dimethoxyphenyl)amino]piperidine (673 mg) and 4-chloromethyl-2-(3,4,5-trimethoxyphenyl)pyridine (588 mg) was treated in the same manner as described in Example 9 to give light yellow amorphous of the title compound. Starting materials: CC1=CC=C(C(=N1)C#N)N1N=CC=C1 (6-Methyl-3-(1H-pyrazol-1-yl)picolinonitrile), [OH-].[Na+] (NaOH), CC(=O)O (AcOH). Solvent: CO (methanol), CO (methanol). The product is CC1=CC=C(C(=N1)C(=O)O)N1N=CC=C1 (6-Methyl-3-(1H-pyrazol-1-yl)picolinic acid). Yield: 94.0%. RXN SMILES: [CH3:1][C:2]1[N:7]=C(C#N)[C:5]([N:10]2[CH:14]=[CH:13][CH:12]=[N:11]2)=[CH:4][CH:3]=1.[OH-].[Na+].[CH3:17][C:18]([OH:20])=[O:19]>CO>[CH3:1][C:2]1[N:7]=[C:17]([C:18]([OH:20])=[O:19])[C:5]([N:10]2[CH:14]=[CH:13][CH:12]=[N:11]2)=[CH:4][CH:3]=1 |f:1.2|. Procedure details: 6-Methyl-3-(1H-pyrazol-1-yl)picolinonitrile (0.60 g, 3.26 mmol) and NaOH (1.37 g, 34.2 mmol) were dissolved in methanol (3 mL) and stirred at reflux overnight. The reaction was cooled to rt, diluted with more methanol (5 mL), and acidified with AcOH to pH 4-5. The solvent was removed in vacuo to obtain the crude which was purified by silica gel chromatography (0˜100% DCM/EtOAc) to yield the title compound as a clear oil (0.62 g, 94%). MS (ESI) 204 (M+H).